From a dataset of the Open Reaction Database (ORD), a public repository of structured organic reaction records. describe an organic reaction: reactants, conditions, products, and yield Reactants: CN([SiH](C)C)[Si](C)(C)C, ClC(Cl)Cl, N, O=C1NS(=O)(=O)c2ccccc21, Sc1ccccc1. Yields the product C[Si](C)(C)Sc1ccccc1. As a reaction SMILES: [CH3:1][SiH:2]([CH3:3])[N:8]([Si:4]([CH3:5])([CH3:6])[CH3:7])[CH3:9].[CH:30]([Cl:31])([Cl:32])[Cl:33].[NH3:29].[O:17]=[C:18]1[c:19]2[c:20]([cH:21][cH:22][cH:23][cH:24]2)[S:25](=[O:26])(=[O:27])[NH:28]1.[SH:10][c:11]1[cH:12][cH:13][cH:14][cH:15][cH:16]1>>[Si:4]([CH3:5])([CH3:6])([CH3:7])[S:10][c:11]1[cH:12][cH:13][cH:14][cH:15][cH:16]1. The reactants are CS(C)=O, O=[N+]([O-])c1ccccc1F, [Li+], Cc1ccc(C#N)c(N)c1, [OH-], O. Product: Cc1ccc(C#N)c(Nc2ccccc2[N+](=O)[O-])c1. RXN SMILES: [CH3:24][S:25]([CH3:26])=[O:27].[F:1][c:2]1[c:3]([N+:8](=[O:9])[O-:10])[cH:4][cH:5][cH:6][cH:7]1.[Li+:23].[NH2:11][c:12]1[c:13]([C:14]#[N:15])[cH:16][cH:17][c:18]([CH3:20])[cH:19]1.[OH-:22].[OH2:21]>>[c:2]1([NH:11][c:12]2[c:13]([C:14]#[N:15])[cH:16][cH:17][c:18]([CH3:20])[cH:19]2)[c:3]([N+:8](=[O:9])[O-:10])[cH:4][cH:5][cH:6][cH:7]1. The reactants are O1[C@H](COC12CCCCC2)C=O ((R)-1,4-dioxaspiro[4.5]decane-2-carbaldehyde), Cl.ON (hydroxyl amine hydrochloride), C(C)(=O)OCC (ethyl acetate), C([O-])([O-])=O.[Na+].[Na+] (Sodium carbonate). The solvent is C1CCOC1 (THF). Reaction conditions: time 10 minute. The product is O1[C@H](COC12CCCCC2)C=NO ((S)-1,4-dioxaspiro[4.5]decane-2-carbaldehyde oxime). Yield: 92.6%. RXN SMILES: [O:1]1[C:5]2([CH2:10][CH2:9][CH2:8][CH2:7][CH2:6]2)[O:4][CH2:3][C@@H:2]1[CH:11]=O.Cl.[OH:14][NH2:15].C(=O)([O-])[O-].[Na+].[Na+].C(OCC)(=O)C>C1COCC1>[O:1]1[C:5]2([CH2:10][CH2:9][CH2:8][CH2:7][CH2:6]2)[O:4][CH2:3][C@@H:2]1[CH:11]=[N:15][OH:14] |f:1.2,3.4.5|. Procedure details: To a solution of (R)-1,4-dioxaspiro[4.5]decane-2-carbaldehyde (9.0 g, 59.9 mmol) in THF (120 mL and 60 mL of water) was added hydroxyl amine hydrochloride (3.73 g, 52.9 mmol) and the reaction stirred until clear (10 minutes). Sodium carbonate (2.75 g, 25.9 mmol) was added and the reaction stirred overnight at ambient temperature. The reaction was poured into ethyl acetate (500 mL) and the layers were separated. The organics were washed with water (200 mL), brine (200 mL), dried over magnesium su... Starting materials: BrCC(=O)C1=CC(=C(NC(C)=O)C=C1C)C (4′-(2-bromoacetyl)-2′,5′-dimethylacetanilide), [BH4-].[Na+] (sodium borohydride), C(C)(=O)O (Acetic acid), O (water). The solvent is C(C)O (ethanol). Conditions: time 1 hour. Product: CC1=C(NC(C)=O)C=C(C(=C1)C1OC1)C (2′,5′-dimethyl-4′-oxiranylacetanilide). The yield is 52.1%. RXN SMILES: Br[CH2:2][C:3]([C:5]1[C:14]([CH3:15])=[CH:13][C:8]([NH:9][C:10](=[O:12])[CH3:11])=[C:7]([CH3:16])[CH:6]=1)=[O:4].[BH4-].[Na+].C(O)(=O)C.O>C(O)C>[CH3:16][C:7]1[CH:6]=[C:5]([CH:3]2[CH2:2][O:4]2)[C:14]([CH3:15])=[CH:13][C:8]=1[NH:9][C:10](=[O:12])[CH3:11] |f:1.2|. Procedure details: To a stirred solution of 4′-(2-bromoacetyl)-2′,5′-dimethylacetanilide (4.57 g) in ethanol (80 ml) was added sodium borohydride (608 mg) under ice-cooling, and the mixture was stirred for 1 hour. Acetic acid (3.7 ml) and water (200 ml) were added to the reaction mixture, and the resulting mixture was extracted with ethyl acetate. The extract was washed with water and brine, and dried over anhydrous magnesium sulfate, and the solvent was removed in vacuo. The residue was dissolved in tetrahydrofur... Starting materials: C(C1=CC=CC=C1)OC1=C(N(C(=C1OCC1=CC=CC=C1)C(N(C)C)=O)C1=CC=C(C=C1)OCCCN1CCOCC1)C(=O)OCC (Ethyl 3,4-bis(benzyloxy)-5-(dimethylcarbamoyl)-1-(4-(3-morpholinopropoxy)phenyl)-1H-pyrrole-2-carboxylate). Reagents/catalysts: [Pd] (Pd/C). Run in CO (MeOH). The product is CN(C(=O)C1=C(C(=C(N1C1=CC=C(C=C1)OCCCN1CCOCC1)C(=O)OCC)O)O)C (ethyl 5-(dimethylcarbamoyl)-3,4-dihydroxy-1-(4-(3-morpholinopropoxy)phenyl)-1H-pyrrole-2-carboxylate). Yield: 27.1%. RXN SMILES: C([O:8][C:9]1[C:13]([O:14]CC2C=CC=CC=2)=[C:12]([C:22](=[O:26])[N:23]([CH3:25])[CH3:24])[N:11]([C:27]2[CH:32]=[CH:31][C:30]([O:33][CH2:34][CH2:35][CH2:36][N:37]3[CH2:42][CH2:41][O:40][CH2:39][CH2:38]3)=[CH:29][CH:28]=2)[C:10]=1[C:43]([O:45][CH2:46][CH3:47])=[O:44])C1C=CC=CC=1>CO.[Pd]>[CH3:25][N:23]([CH3:24])[C:22]([C:12]1[N:11]([C:27]2[CH:28]=[CH:29][C:30]([O:33][CH2:34][CH2:35][CH2:36][N:37]3[CH2:38][CH2:39][O:40][CH2:41][CH2:42]3)=[CH:31][CH:32]=2)[C:10]([C:43]([O:45][CH2:46][CH3:47])=[O:44])=[C:9]([OH:8])[C:13]=1[OH:14])=[O:26]. Procedure details: A solution of ethyl 3,4-bis(benzyloxy)-5-(dimethylcarbamoyl)-1-(4-(3-morpholinopropoxy)phenyl)-1H-pyrrole-2-carboxylate (37) (105 mg, 0.16 mmol) in MeOH (4 mL) was passed through a Thales ‘H-cube’ cartridge (10% Pd/C) at a flow rate of 1 mL/min at 25° C. under H2 (full H2 mode). The output was concentrated in vacuo, and a solid was collected by filtration after trituration with isohexane to afford ethyl 5-(dimethylcarbamoyl)-3,4-dihydroxy-1-(4-(3-morpholinopropoxy)phenyl)-1H-pyrrole-2-carboxylat... Reactants: C1(=CC=CC=C1)NN (Phenyl hydrazine), O1C(CC2=CC=CC=C12)=O (2-Coumaranone). Run in CCOCC (ether). Conditions: time 3 hour. The product is OC1=C(C=CC=C1)CC(=O)NNC1=CC=CC=C1 (1-(2'hydroxyphenylacetyl)-2-phenyl hydrazine). Reaction SMILES: [C:1]1([NH:7][NH2:8])[CH:6]=[CH:5][CH:4]=[CH:3][CH:2]=1.[O:9]1[C:17]2[C:12](=[CH:13][CH:14]=[CH:15][CH:16]=2)[CH2:11][C:10]1=[O:18]>CCOCC>[OH:9][C:17]1[CH:16]=[CH:15][CH:14]=[CH:13][C:12]=1[CH2:11][C:10]([NH:8][NH:7][C:1]1[CH:6]=[CH:5][CH:4]=[CH:3][CH:2]=1)=[O:18]. Reported procedure: Phenyl hydrazine (0.73 ml) was added to a solution of 2-Coumaranone (1 g) in ether (25 ml) and the mixture stirred for 3 hours. The product was collected by filtration, washed with ether and dried.